The task is: describe an organic reaction: reactants, conditions, products, and yield. This data is from the Open Reaction Database (ORD), a public repository of structured organic reaction records. Reactants: ClC1=CC=C(C=C1)N1CCNCC1 (1-(4-chlorophenyl)-piperazine), CC(C)([O-])C.[K+] (potassium t-butoxide), C(=O)[O-].[NH4+].C(C)#N (ammonium formate acetonitrile), C1(=CC=CC=C1)O (phenol), CC(C)([O-])C.[K+] (potassium t-butoxide), epoxide, epoxide, C1[C@@H](O1)COS(=O)(=O)C2=CC=CC(=C2)[N+](=O)[O-] ((2R)-(−)-glycidyl 3-nitrobenzenesulfonate), [N+](=O)([O-])C1=C(C=CC=C1)S(=O)(=O)OCC1CO1 (glycidyl nitrobenzenesulfonate). Solvent: O (water), O (water), CN1CCCC1=O (N-methyl pyrrolidinone). Conditions: temperature 23 celsius, time 2 hour. The product is Cl.ClC1=CC=C(C=C1)N1CCN(CC1)C[C@H](COC1=CC(=CC=C1)C1=NOC2=C1SC=C2)O ((2R)-1-[4-(4-chlorophenyl)piperazin-1-yl]-3-(3-thieno[2,3-d]isoxazol-3-yl-phenoxy)propan-2-ol hydrochloride). RXN SMILES: [C:1]1([OH:7])[CH:6]=[CH:5][CH:4]=[CH:3][CH:2]=1.C[C:9]([CH3:12])([O-:11])[CH3:10].[K+].C1O[C@H]1CO[S:19]([C:22]1C=[C:26]([N+:28]([O-:30])=O)[CH:25]=[CH:24][CH:23]=1)(=O)=O.C([O-])=O.[NH4+].C(#N)C.[N+](C1C=CC=CC=1S(OCC1OC1)(=O)=O)([O-])=O.[Cl:55][C:56]1[CH:61]=[CH:60][C:59]([N:62]2[CH2:67][CH2:66][NH:65][CH2:64][CH2:63]2)=[CH:58][CH:57]=1>O.CN1C(=O)CCC1>[ClH:55].[Cl:55][C:56]1[CH:57]=[CH:58][C:59]([N:62]2[CH2:67][CH2:66][N:65]([CH2:10][C@@H:9]([OH:11])[CH2:12][O:7][C:1]3[CH:6]=[CH:5][CH:4]=[C:3]([C:26]4[C:25]5[S:19][CH:22]=[CH:23][C:24]=5[O:30][N:28]=4)[CH:2]=3)[CH2:64][CH2:63]2)=[CH:60][CH:61]=1 |f:1.2,4.5.6,11.12|. Reported procedure: Treat a stirred solution of the example 1 phenol (2.17 g, 0.010 mol) and N-methyl pyrrolidinone (30 mL) at 10° C. with solid potassium t-butoxide (1.12 g, 0.010 mol). Cool the reaction after 30 min. to 0–5° C. and treat with (2R)-(−)-glycidyl 3-nitrobenzenesulfonate (2.59 g, 0.010 mol, 99% ee, Aldrich Chemical Company). Monitor reaction progress by HPLC (Waters μ-Bondapak C-18 column, 0.1 N ammonium formate/acetonitrile (40:60); flow rate 1 mL/min., UV detection at 240 nm). After 2 hours, add 0.... Starting materials: BrC=1C=CC2=C(C(=NC(C(N2)=O)OC(C(F)(F)F)=O)C2=CC=CC=C2)C1 (7-bromo-1,3-dihydro-5-phenyl-3-trifluoroacetoxy-2H-1,4-benzodiazepin-2-one). The solvent is C(C)O (ethanol), C([O-])(O)=O.[Na+] (sodium bicarbonate). Conditions: time 20 hour. Yields the product BrC=1C=CC2=C(C(=NC(C(N2)=O)O)C2=CC=CC=C2)C1 (7-bromo-1,3-dihydro-3-hydroxy-5-phenyl-2H-1,4-benzodiazepin-2-one). Isolated yield 85.3%. Reaction SMILES: [Br:1][C:2]1[CH:3]=[CH:4][C:5]2[NH:11][C:10](=[O:12])[CH:9]([O:13]C(=O)C(F)(F)F)[N:8]=[C:7]([C:20]3[CH:25]=[CH:24][CH:23]=[CH:22][CH:21]=3)[C:6]=2[CH:26]=1>C(O)C.C(=O)(O)[O-].[Na+]>[Br:1][C:2]1[CH:3]=[CH:4][C:5]2[NH:11][C:10](=[O:12])[CH:9]([OH:13])[N:8]=[C:7]([C:20]3[CH:25]=[CH:24][CH:23]=[CH:22][CH:21]=3)[C:6]=2[CH:26]=1 |f:2.3|. Procedure details: A suspension of 10 g (0.023 mole) of 7-bromo-1,3-dihydro-5-phenyl-3-trifluoroacetoxy-2H-1,4-benzodiazepin-2-one in a mixture of 130 ml ethanol and 130 ml of 5% aqueous sodium bicarbonate was stirred at room temperature (25°) for 20 hr. The suspended solid was then collected on a filter, washed with water, and recrystallized from ethanol to give 6.5 g (85%) of 7-bromo-1,3-dihydro-3-hydroxy-5-phenyl-2H-1,4-benzodiazepin-2-one as colorless plates: mp 190°-192°; 1H nmr (DMSO-d6) δ 4.86 ppm (1H), 6.2...